describe an organic reaction: reactants, conditions, products, and yield From a dataset of the Open Reaction Database (ORD), a public repository of structured organic reaction records. Reactants: NC1=CC=C(C(=N1)C(=O)O)C (6-amino-3-methylpicolinic acid), NC1=C(C(=O)O)C(=CC=N1)C (2-amino-4-methylnicotinic acid). Yields the product CC1=C(C=2N(C=C1)C=CN2)C(=O)O (7-methylimidazo[1,2-a]pyridine-8-carboxylic acid). As a reaction SMILES: N[C:2]1N=C(C(O)=O)C(C)=C[CH:3]=1.[NH2:12][C:13]1[N:21]=[CH:20][CH:19]=[C:18]([CH3:22])[C:14]=1[C:15]([OH:17])=[O:16]>>[CH3:22][C:18]1[CH:19]=[CH:20][N:21]2[CH:2]=[CH:3][N:12]=[C:13]2[C:14]=1[C:15]([OH:17])=[O:16]. Procedure: Prepared analogous to Example 82 substituting 6-amino-3-methylpicolinic acid with 2-amino-4-methylnicotinic acid.